This data is from the Open Reaction Database (ORD), a public repository of structured organic reaction records. The task is: describe an organic reaction: reactants, conditions, products, and yield The reactants are CC=1NC2=CC=C(C=C2C1)N (2-methyl-1H-indol-5-ylamine), N1=CC(=CC=C1)NC(=O)C1=CC2=NC=CC(=C2S1)Cl (7-chloro-thieno[3,2-b]pyridine-2-carboxylic acid pyridin-3-ylamide). Yields the product N1=CC(=CC=C1)NC(=O)C1=CC2=NC=CC(=C2S1)NC=1C=C2C=C(NC2=CC1)C (7-(2-Methyl-1H-indol-5-ylamino)-thieno[3,2-b]pyridine-2-carboxylic acid pyridin-3-ylamide). RXN SMILES: [CH3:1][C:2]1[NH:3][C:4]2[C:9]([CH:10]=1)=[CH:8][C:7]([NH2:11])=[CH:6][CH:5]=2.[N:12]1[CH:17]=[CH:16][CH:15]=[C:14]([NH:18][C:19]([C:21]2[S:29][C:28]3[C:23](=[N:24][CH:25]=[CH:26][C:27]=3Cl)[CH:22]=2)=[O:20])[CH:13]=1>>[N:12]1[CH:17]=[CH:16][CH:15]=[C:14]([NH:18][C:19]([C:21]2[S:29][C:28]3[C:23](=[N:24][CH:25]=[CH:26][C:27]=3[NH:11][C:7]3[CH:8]=[C:9]4[C:4](=[CH:5][CH:6]=3)[NH:3][C:2]([CH3:1])=[CH:10]4)[CH:22]=2)=[O:20])[CH:13]=1. Procedure details: The title compound was prepared from 2-methyl-1H-indol-5-ylamine and 7-chloro-thieno[3,2-b]pyridine-2-carboxylic acid pyridin-3-ylamide by a procedure analogous to Example 1C. MS: 400 (MH+), HPLC Rf: 4.58 min.; HPLC purity 99%. Product: CCCCn1c(=O)n(-c2ccc3c(c2)OCO3)c2ncccc21. As a reaction SMILES: [Br:22][CH2:23][CH2:24][CH2:25][CH3:26].[CH2:1]1[O:2][c:3]2[cH:4][c:5](-[n:10]3[c:11](=[O:19])[nH:12][c:13]4[c:14]3[n:15][cH:16][cH:17][cH:18]4)[cH:6][cH:7][c:8]2[O:9]1.[CH3:27][C:28](=[O:29])[CH3:30].[K+:21].[OH-:20]>>[CH2:1]1[O:2][c:3]2[cH:4][c:5](-[n:10]3[c:11](=[O:19])[n:12]([CH2:23][CH2:24][CH2:25][CH3:26])[c:13]4[c:14]3[n:15][cH:16][cH:17][cH:18]4)[cH:6][cH:7][c:8]2[O:9]1. The reactants are CCCCBr, O=c1[nH]c2cccnc2n1-c1ccc2c(c1)OCO2, CC(C)=O, [K+], [OH-]. Reactants: [Li+].[BH4-] (LiBH4), C(C1=CC=CC=C1)OC(=O)N1C(CC(C1)O)C(=O)C1=CNC2=CC(=CC=C12)F (2-(6-Fluoro-1H-indole-3-carbonyl)-4-hydroxy-pyrrolidine-1-carboxylic acid benzyl ester), CS(=O)(=O)O (methanesulfonic acid). The solvent is C1CCOC1 (THF), C1CCOC1 (THF). Reaction conditions: temperature 11 celsius, time 2.5 hour. Yields the product C(C1=CC=CC=C1)OC(=O)N1C(CC(C1)O)CC1=CNC2=CC(=CC=C12)F (2-(6-Fluoro-1H-indol-3-ylmethyl)-4-hydroxy-pyrrolidine-1-carboxylic acid benzyl ester). Reaction SMILES: [CH2:1]([O:8][C:9]([N:11]1[CH2:15][CH:14]([OH:16])[CH2:13][CH:12]1[C:17]([C:19]1[C:27]2[C:22](=[CH:23][C:24]([F:28])=[CH:25][CH:26]=2)[NH:21][CH:20]=1)=O)=[O:10])[C:2]1[CH:7]=[CH:6][CH:5]=[CH:4][CH:3]=1.[Li+].[BH4-].CS(O)(=O)=O>C1COCC1>[CH2:1]([O:8][C:9]([N:11]1[CH2:15][CH:14]([OH:16])[CH2:13][CH:12]1[CH2:17][C:19]1[C:27]2[C:22](=[CH:23][C:24]([F:28])=[CH:25][CH:26]=2)[NH:21][CH:20]=1)=[O:10])[C:2]1[CH:7]=[CH:6][CH:5]=[CH:4][CH:3]=1 |f:1.2|. Reported procedure: To a suspension of 6 (10.1 g, 26 mmol) in anhydrous THF (200 mL) was added 2M LiBH4 in THF (26.2 mL, 52 mmol) over ca. 7 min [Note: exothermic; temp. increase: 21.5° C. to 28.2° C.]. After 2.5 h, the pale, yellow-colored solution was cooled to ca. 11° C. and methanesulfonic acid (4.66 g, 48 mmol) was added over ca. 4 min [Note: exothermic; temp. increase to 14.2° C.]. Reactants: CC(C)(C)[PH+](C(C)(C)C)C(C)(C)C, C=Cc1ccccc1, NC(C1CCCCC1)C1CCCCC1, CC(=O)c1ccc(Cl)cc1, O=C(C=Cc1ccccc1)C=Cc1ccccc1, C1CCOC1, O=C(C=Cc1ccccc1)C=Cc1ccccc1, O=C(C=Cc1ccccc1)C=Cc1ccccc1, [Pd], [Pd], Cc1ccc([B-](c2ccc(C)cc2)(c2ccc(C)cc2)c2ccc(C)cc2)cc1. Yields the product CC(=O)c1ccc(C=Cc2ccccc2)cc1. As a reaction SMILES: [C:62]([PH+:63]([C:64]([CH3:65])([CH3:66])[CH3:67])[C:68]([CH3:69])([CH3:70])[CH3:71])([CH3:72])([CH3:73])[CH3:74].[CH2:11]=[CH:12][c:13]1[cH:14][cH:15][cH:16][cH:17][cH:18]1.[CH:19]1([CH:20]([NH2:21])[CH:22]2[CH2:23][CH2:24][CH2:25][CH2:26][CH2:27]2)[CH2:28][CH2:29][CH2:30][CH2:31][CH2:32]1.[Cl:1][c:2]1[cH:3][cH:4][c:5]([C:8]([CH3:9])=[O:10])[cH:6][cH:7]1.[O:113]=[C:114]([CH:115]=[CH:116][c:117]1[cH:118][cH:119][cH:120][cH:121][cH:122]1)[CH:123]=[CH:124][c:125]1[cH:126][cH:127][cH:128][cH:129][cH:130]1.[O:131]1[CH2:132][CH2:133][CH2:134][CH2:135]1.[O:77]=[C:78]([CH:79]=[CH:80][c:81]1[cH:82][cH:83][cH:84][cH:85][cH:86]1)[CH:87]=[CH:88][c:89]1[cH:90][cH:91][cH:92][cH:93][cH:94]1.[O:95]=[C:96]([CH:97]=[CH:98][c:99]1[cH:100][cH:101][cH:102][cH:103][cH:104]1)[CH:105]=[CH:106][c:107]1[cH:108][cH:109][cH:110][cH:111][cH:112]1.[Pd:75].[Pd:76].[c:33]1([CH3:34])[cH:35][cH:36][c:37]([B-:38]([c:39]2[cH:40][cH:41][c:42]([CH3:43])[cH:44][cH:45]2)([c:46]2[cH:47][cH:48][c:49]([CH3:50])[cH:51][cH:52]2)[c:53]2[cH:54][cH:55][c:56]([CH3:57])[cH:58][cH:59]2)[cH:60][cH:61]1>>[c:2]1([CH:11]=[CH:12][c:13]2[cH:14][cH:15][cH:16][cH:17][cH:18]2)[cH:3][cH:4][c:5]([C:8]([CH3:9])=[O:10])[cH:6][cH:7]1. Starting materials: [Br-], CON(C)C(=O)c1csc(-c2ccc3nc(CC(C)C)c(CNC(=O)OC(C)(C)C)c(-c4ccc(C)cc4)c3c2)n1, C[Mg+], C1CCOC1, O. Yields the product CC(=O)c1csc(-c2ccc3nc(CC(C)C)c(CNC(=O)OC(C)(C)C)c(-c4ccc(C)cc4)c3c2)n1. As a reaction SMILES: [Br-:42].[CH2:1]([CH:2]([CH3:3])[CH3:4])[c:5]1[n:6][c:7]2[cH:8][cH:9][c:10](-[c:31]3[s:32][cH:33][c:34]([C:36](=[O:37])[N:38]([O:39][CH3:40])[CH3:41])[n:35]3)[cH:11][c:12]2[c:13](-[c:24]2[cH:25][cH:26][c:27]([CH3:30])[cH:28][cH:29]2)[c:14]1[CH2:15][NH:16][C:17]([O:18][C:19]([CH3:20])([CH3:21])[CH3:22])=[O:23].[CH3:43][Mg+:44].[O:46]1[CH2:47][CH2:48][CH2:49][CH2:50]1.[OH2:45]>>[CH2:1]([CH:2]([CH3:3])[CH3:4])[c:5]1[n:6][c:7]2[cH:8][cH:9][c:10](-[c:31]3[s:32][cH:33][c:34]([C:36](=[O:37])[CH3:43])[n:35]3)[cH:11][c:12]2[c:13](-[c:24]2[cH:25][cH:26][c:27]([CH3:30])[cH:28][cH:29]2)[c:14]1[CH2:15][NH:16][C:17]([O:18][C:19]([CH3:20])([CH3:21])[CH3:22])=[O:23]. Reactants: COC=1C=C2CCCC(C2=CC1)CC=1N=CNC1 (4-(6-methoxy-1,2,3,4-tetrahydronaphthalen-1-ylmethyl)-1H-imidazole), Br (hydrobromic acid), [OH-].[NH4+] (ammonium hydroxide). The solvent is O (water). The product is N1C=NC(=C1)CC1C=2C=CC(=CC2CCC1)O (5-(1H-Imidazol-4-ylmethyl)-5,6,7,8-tetrahydronaphthalen-2-ol). RXN SMILES: C[O:2][C:3]1[CH:4]=[C:5]2[C:10](=[CH:11][CH:12]=1)[CH:9]([CH2:13][C:14]1[N:15]=[CH:16][NH:17][CH:18]=1)[CH2:8][CH2:7][CH2:6]2.Br.[OH-].[NH4+]>O>[NH:17]1[CH:18]=[C:14]([CH2:13][CH:9]2[CH2:8][CH2:7][CH2:6][C:5]3[CH:4]=[C:3]([OH:2])[CH:12]=[CH:11][C:10]2=3)[N:15]=[CH:16]1 |f:2.3|. Procedure details: A stirred mixture of 4-(6-methoxy-1,2,3,4-tetrahydronaphthalen-1-ylmethyl)-1H-imidazole (220 mg) and 48% hydrobromic acid (11 ml) is heated under reflux for one hour. The cooled reaction mixture is poured into water and is made basic with ammonium hydroxide solution. The product is extracted into ethyl acetate which is washed with water, dried with sodium sulfate and evaporated to dryness. The crude product is converted to its hydrochloride salt in ethyl acetate. The yield is 130 mg, m.p. 200-20... Product: CCCCC(=O)N(Cc1ccc(-c2ccccc2-c2nnn[nH]2)cc1)C(CCCCNC(=O)OCc1ccccc1)C(=O)OCc1ccccc1. RXN SMILES: [CH2:1]([c:2]1[cH:3][cH:4][cH:5][cH:6][cH:7]1)[O:8][C:9](=[O:10])[CH:11]([CH2:12][CH2:13][CH2:14][CH2:15][NH:16][C:17](=[O:18])[O:19][CH2:20][c:21]1[cH:22][cH:23][cH:24][cH:25][cH:26]1)[N:27]([CH2:28][c:29]1[cH:30][cH:31][c:32](-[c:35]2[c:36](-[c:41]3[n:42][n:43][n:44][n:45]3[C:46]([c:47]3[cH:48][cH:49][cH:50][cH:51][cH:52]3)([c:53]3[cH:54][cH:55][cH:56][cH:57][cH:58]3)[c:59]3[cH:60][cH:61][cH:62][cH:63][cH:64]3)[cH:37][cH:38][cH:39][cH:40]2)[cH:33][cH:34]1)[C:65]([CH2:66][CH2:67][CH2:68][CH3:69])=[O:70].[ClH:71].[O:72]1[CH2:73][CH2:74][O:75][CH2:76][CH2:77]1>>[CH2:1]([c:2]1[cH:3][cH:4][cH:5][cH:6][cH:7]1)[O:8][C:9](=[O:10])[CH:11]([CH2:12][CH2:13][CH2:14][CH2:15][NH:16][C:17](=[O:18])[O:19][CH2:20][c:21]1[cH:22][cH:23][cH:24][cH:25][cH:26]1)[N:27]([CH2:28][c:29]1[cH:30][cH:31][c:32](-[c:35]2[c:36](-[c:41]3[n:42][n:43][n:44][nH:45]3)[cH:37][cH:38][cH:39][cH:40]2)[cH:33][cH:34]1)[C:65]([CH2:66][CH2:67][CH2:68][CH3:69])=[O:70]. Starting materials: CCCCC(=O)N(Cc1ccc(-c2ccccc2-c2nnnn2C(c2ccccc2)(c2ccccc2)c2ccccc2)cc1)C(CCCCNC(=O)OCc1ccccc1)C(=O)OCc1ccccc1, Cl, C1COCCO1.